Dataset: the Open Reaction Database (ORD), a public repository of structured organic reaction records. Task: describe an organic reaction: reactants, conditions, products, and yield Reactants: ClC1=C(C=CC=C1NC(C(=O)OCC)=O)NC(C(=O)OCC)=O (Diethyl N,N'-(2-chloro-m-phenylene)dioxamate), Cl (hydrochloric acid). Run in O (water), [OH-].[Na+] (sodium hydroxide). Yields the product ClC1=C(C=CC=C1NC(C(=O)O)=O)NC(C(=O)O)=O (N,N'-(2-Chloro-m-phenylene)dioxamic acid). Reaction SMILES: [Cl:1][C:2]1[C:7]([NH:8][C:9](=[O:15])[C:10]([O:12]CC)=[O:11])=[CH:6][CH:5]=[CH:4][C:3]=1[NH:16][C:17](=[O:23])[C:18]([O:20]CC)=[O:19].Cl>[OH-].[Na+].O>[Cl:1][C:2]1[C:7]([NH:8][C:9](=[O:15])[C:10]([OH:12])=[O:11])=[CH:6][CH:5]=[CH:4][C:3]=1[NH:16][C:17](=[O:23])[C:18]([OH:20])=[O:19] |f:2.3|. Procedure: Diethyl N,N'-(2-chloro-m-phenylene)dioxamate (0.50 gram) is heated at reflux in 1.0N aqueous sodium hydroxide (10 ml.) for one hour. The reaction mixture is diluted with water (15 ml.). Concentrated hydrochloric acid is added to pH 3 and the solid product collected by filtration (0.27 grams, M.P.> 320°).